Dataset: the Open Reaction Database (ORD), a public repository of structured organic reaction records. Task: describe an organic reaction: reactants, conditions, products, and yield Starting materials: C(=C\CC)/C1COC(OC1)CCC(CO)CO ((E)-2-[2-(5-but-1-enyl-1,3-dioxan-2-yl)ethyl]-1,3-propanediol), C(CCC)=O (butyraldehyde), O.C1(=CC=C(C=C1)S(=O)(=O)O)C (p-toluenesulfonic acid monohydrate). The reagents and catalysts are C(C)N(CC)CC (triethylamine). Run in C1=CC=CC=C1 (benzene). Reaction conditions: temperature 68 celsius, time 40 minute. Yields the product C(CC)[C@@H]1OC[C@H](CO1)CC[C@@H]1OC[C@H](CO1)\C=C\CC ((E)-trans-2-propyl-5-[2-(trans-5-but-1-enyl-1,3-dioxan-2-yl)ethyl]-1,3-dioxane). RXN SMILES: [CH:1](/[CH:5]1[CH2:10][O:9][CH:8]([CH2:11][CH2:12][CH:13]([CH2:16][OH:17])[CH2:14][OH:15])[O:7][CH2:6]1)=[CH:2]\[CH2:3][CH3:4].[CH:18](=O)[CH2:19][CH2:20][CH3:21].O.C1(C)C=CC(S(O)(=O)=O)=CC=1>C1C=CC=CC=1.C(N(CC)CC)C>[CH2:19]([C@H:18]1[O:15][CH2:14][C@H:13]([CH2:12][CH2:11][C@H:8]2[O:7][CH2:6][C@H:5](/[CH:1]=[CH:2]/[CH2:3][CH3:4])[CH2:10][O:9]2)[CH2:16][O:17]1)[CH2:20][CH3:21] |f:2.3|. Procedure: A solution of 1.50 g of (E)-2-[2-(5-but-1-enyl-1,3-dioxan-2-yl)ethyl]-1,3-propanediol and 2 ml of butyraldehyde in 40 ml of benzene was treated with 28.5 mg of p-toluenesulfonic acid monohydrate and stirred at 68° C. for 40 minutes. The reaction mixture was neutralized with a few drops of triethylamine and, after cooling, washed with saturated sodium chloride solution, dried over sodium sulfate and concentrated. The crude product (2.15 g) was chromatographed on 40 g of silica gel with hexane/eth... The reactants are BrC1=C(N)C=CC(=C1)CC1CCCC1 (2-bromo-4-cyclopentylmethylaniline), ClC=1C=C(C=CC1)B(O)O (3-chlorobenzene boronic acid). Yields the product ClC=1C=C(C=CC1)C1=C(N)C=CC(=C1)CC1CCCC1 (2-(3-chlorophenyl)-4-cyclopentylmethylaniline). RXN SMILES: Br[C:2]1[CH:8]=[C:7]([CH2:9][CH:10]2[CH2:14][CH2:13][CH2:12][CH2:11]2)[CH:6]=[CH:5][C:3]=1[NH2:4].[Cl:15][C:16]1[CH:17]=[C:18](B(O)O)[CH:19]=[CH:20][CH:21]=1>>[Cl:15][C:16]1[CH:21]=[C:20]([C:2]2[CH:8]=[C:7]([CH2:9][CH:10]3[CH2:14][CH2:13][CH2:12][CH2:11]3)[CH:6]=[CH:5][C:3]=2[NH2:4])[CH:19]=[CH:18][CH:17]=1. Reported procedure: 2-bromo-4-cyclopentylmethylaniline and 3-chlorobenzene boronic acid can be combined to form 2-(3-chlorophenyl)-4-cyclopentylmethylaniline, Reactants: CC(C)(C)OC(=O)N1C(=O)CC12CCC2, CCOCC, [Li+], C1CCOC1, [OH-], O. Product: CC(C)(C)OC(=O)NC1(CC(=O)O)CCC1. RXN SMILES: [C:3]([CH3:4])([CH3:5])([CH3:6])[O:7][C:8](=[O:9])[N:10]1[C:11](=[O:17])[CH2:12][C:13]12[CH2:14][CH2:15][CH2:16]2.[CH3:18][CH2:19][O:20][CH2:21][CH3:22].[Li+:1].[O:24]1[CH2:25][CH2:26][CH2:27][CH2:28]1.[OH-:2].[OH2:23]>>[C:3]([CH3:4])([CH3:5])([CH3:6])[O:7][C:8](=[O:9])[NH:10][C:13]1([CH2:12][C:11]([OH:17])=[O:20])[CH2:14][CH2:15][CH2:16]1. Starting materials: CC(C)(C)OC(=O)N1CC(OCc2ccc(F)cc2)C2C1CCN2C(=O)C(NC(=O)OCc1ccccc1)C(C)(C)C, CO. Yields the product CC(C)(C)OC(=O)N1CC(OCc2ccc(F)cc2)C2C1CCN2C(=O)C(N)C(C)(C)C. RXN SMILES: [C:1]([CH3:2])([CH3:3])([CH3:4])[O:5][C:6](=[O:7])[N:8]1[CH:9]2[CH:10]([CH:11]([O:13][CH2:14][c:15]3[cH:16][cH:17][c:18]([F:21])[cH:19][cH:20]3)[CH2:12]1)[N:22]([C:25]([CH:26]([C:27]([CH3:28])([CH3:29])[CH3:30])[NH:31][C:32]([O:33][CH2:34][c:35]1[cH:36][cH:37][cH:38][cH:39][cH:40]1)=[O:41])=[O:42])[CH2:23][CH2:24]2.[CH3:43][OH:44]>>[C:1]([CH3:2])([CH3:3])([CH3:4])[O:5][C:6](=[O:7])[N:8]1[CH:9]2[CH:10]([CH:11]([O:13][CH2:14][c:15]3[cH:16][cH:17][c:18]([F:21])[cH:19][cH:20]3)[CH2:12]1)[N:22]([C:25]([CH:26]([C:27]([CH3:28])([CH3:29])[CH3:30])[NH2:31])=[O:42])[CH2:23][CH2:24]2. The reactants are C1(=CC=CC=C1)C1=CC=C2C(=CC=NC2=C1)O (7-phenylquinolin-4-ol), [N+](=O)(O)[O-] (Nitric acid). Run in C(CC)(=O)O (propionic acid). Run at temperature 129 celsius, time 3 hour. Product: [N+](=O)([O-])C=1C=NC2=CC(=CC=C2C1O)C1=CC=CC=C1 (3-nitro-7-phenylquinolin-4-ol). The yield is 81.4%. As a reaction SMILES: [C:1]1([C:7]2[CH:16]=[C:15]3[C:10]([C:11]([OH:17])=[CH:12][CH:13]=[N:14]3)=[CH:9][CH:8]=2)[CH:6]=[CH:5][CH:4]=[CH:3][CH:2]=1.[N+:18]([O-])([OH:20])=[O:19]>C(O)(=O)CC>[N+:18]([C:12]1[CH:13]=[N:14][C:15]2[C:10]([C:11]=1[OH:17])=[CH:9][CH:8]=[C:7]([C:1]1[CH:2]=[CH:3][CH:4]=[CH:5][CH:6]=1)[CH:16]=2)([O-:20])=[O:19]. Reported procedure: A stirred suspension of 7-phenylquinolin-4-ol (84.9 g, 384 mmol) in propionic acid (850 mL) was heated to 129° C. Nitric acid (70%, 45.0 g) was added dropwise over 25 min, during which the temperature dropped to 124° C. The reaction was stirred an additional 3 h at that temperature and then cooled to 5° C. on an ice bath. The resulting solid was collected by filtration, washed with ice cold ethanol (until washings were nearly colorless) and dried at 70° C. in a vacuum oven overnight to obtain 83... Yields the product C(C)(=O)OC=1C=C(C=C2N3CC4N(C4C(C(C12)COC(N)=O)(O3)O)C(C)=O)C=O (11-acetyl-8-carbamoyloxymethyl-4-formyl-9-hydroxy-14-oxa-1,11-diazatetracyclo[7.4.1.02,7.010,12 ]tetradeca-2,4,6-trien-6-yl acetate). Reaction SMILES: [C:1](=[O:23])([O:3][CH2:4][CH:5]1[C:17]2([OH:19])[O:18][N:12]([CH2:13][CH:14]3[CH:16]2[NH:15]3)[C:11]2[C:6]1=[C:7]([OH:22])[CH:8]=[C:9]([CH:20]=[O:21])[CH:10]=2)[NH2:2].[C:24](OC(=O)C)(=[O:26])[CH3:25].[CH:31](Cl)(Cl)Cl.[CH3:35][OH:36]>>[C:35]([O:22][C:7]1[CH:8]=[C:9]([CH:20]=[O:21])[CH:10]=[C:11]2[C:6]=1[CH:5]([CH2:4][O:3][C:1](=[O:23])[NH2:2])[C:17]1([OH:19])[O:18][N:12]2[CH2:13][CH:14]2[CH:16]1[N:15]2[C:24](=[O:26])[CH3:25])(=[O:36])[CH3:31]. Procedure: To a solution of 4-formyl-6,9-dihydroxy-14-oxa-1,11-diazatetracyclo[7.4.1.02,7.010,12 ]tetradeca-2,4,6-trien-8-ylmethyl carbamate (20 mg) in methanol (2 ml) was added acetic anhydride (1 ml), and the mixture was stirred at room temperature for 1 hour. The solvent and the excess of acetic anhydride was removed in vacuo to give a residue, which was subjected to preparative thin layer chromatography. Development was carried out with a mixture of methanol and chloroform (1:9, v/v) to afford 11-acety... Starting materials: C(Cl)(Cl)Cl (chloroform), CO (methanol), C(N)(OCC1C2=C(C=C(C=C2N2CC3NC3C1(O2)O)C=O)O)=O (4-formyl-6,9-dihydroxy-14-oxa-1,11-diazatetracyclo[7.4.1.02,7.010,12 ]tetradeca-2,4,6-trien-8-ylmethyl carbamate), C(C)(=O)OC(C)=O (acetic anhydride), CO (methanol). Run at time 1 hour.